The task is: describe an organic reaction: reactants, conditions, products, and yield. This data is from the Open Reaction Database (ORD), a public repository of structured organic reaction records. Starting materials: ClC=1C=CC(=NC1)C(CC1=CC=CC=C1)(C1=CC(=CC(=C1)C(F)(F)F)F)NC(=S)N (1-(1-(5-chloropyridin-2-yl)-1-(3-fluoro-5-(trifluoromethyl)phenyl)-2-phenylethyl)thiourea), BrCC(C(F)(F)F)=O (3-bromo-1,1,1-trifluoropropan-2-one). The solvent is C(C)O (ethanol). Conditions: temperature 80 celsius. The product is ClC=1C=CC(=NC1)C(CC1=CC=CC=C1)(C1=CC(=CC(=C1)C(F)(F)F)F)NC=1SC=C(N1)C(F)(F)F (N-(1-(5-chloropyridin-2-yl)-1-(3-fluoro-5-(trifluoromethyl)phenyl)-2-phenylethyl)-4-(trifluoromethyl)thiazol-2-amine). Yield: 61.1%. Reaction SMILES: [Cl:1][C:2]1[CH:3]=[CH:4][C:5]([C:8]([NH:27][C:28]([NH2:30])=[S:29])([C:16]2[CH:21]=[C:20]([C:22]([F:25])([F:24])[F:23])[CH:19]=[C:18]([F:26])[CH:17]=2)[CH2:9][C:10]2[CH:15]=[CH:14][CH:13]=[CH:12][CH:11]=2)=[N:6][CH:7]=1.Br[CH2:32][C:33](=O)[C:34]([F:37])([F:36])[F:35]>C(O)C>[Cl:1][C:2]1[CH:3]=[CH:4][C:5]([C:8]([NH:27][C:28]2[S:29][CH:32]=[C:33]([C:34]([F:37])([F:36])[F:35])[N:30]=2)([C:16]2[CH:21]=[C:20]([C:22]([F:23])([F:25])[F:24])[CH:19]=[C:18]([F:26])[CH:17]=2)[CH2:9][C:10]2[CH:11]=[CH:12][CH:13]=[CH:14][CH:15]=2)=[N:6][CH:7]=1. Procedure details: To 1-(1-(5-chloropyridin-2-yl)-1-(3-fluoro-5-(trifluoromethyl)phenyl)-2-phenylethyl)thiourea (15 mg, 0.033 mmol) in ethanol (1 mL) in a two dram vial was added 3-bromo-1,1,1-trifluoropropan-2-one (6.3 mg, 0.033 mmol). The vial was heated in a shaker at 80° C. for 2 hours. The reaction was concentrated and crude mixture was purified by silica gel ISCO chromatography (4 g column) using hexanes/EtOAc (0-25% over 20 min) to give the N-(1-(5-chloropyridin-2-yl)-1-(3-fluoro-5-(trifluoromethyl)phenyl)-... Reactants: C(C)(C)OC(=O)N1CCC(CC1)OC1=CC=NC2=C(C=CC=C12)C1=CC=C(C=C1)SC (4-[8-(4-Methylsulfanyl-phenyl)-quinolin-4-yloxy]-piperidine-1-carboxylic acid isopropyl ester), C1=CC(=CC(=C1)Cl)C(=O)OO (mCPBA), S([O-])(O)(=O)=O.[Na+] (sodium bisulfate). Solvent: C(Cl)Cl (CH2Cl2), C(Cl)Cl (CH2Cl2). Conditions: temperature 0 celsius, time 30 minute. Yields the product C(C)(C)OC(=O)N1CCC(CC1)OC1=CC=NC2=C(C=CC=C12)C1=CC=C(C=C1)S(=O)(=O)C (4-[8-(4-Methanesulfonyl-phenyl)-quinolin-4-yloxy]-piperidine-1-carboxylic acid isopropyl ester). Reaction SMILES: [CH:1]([O:4][C:5]([N:7]1[CH2:12][CH2:11][CH:10]([O:13][C:14]2[C:23]3[C:18](=[C:19]([C:24]4[CH:29]=[CH:28][C:27](SC)=[CH:26][CH:25]=4)[CH:20]=[CH:21][CH:22]=3)[N:17]=[CH:16][CH:15]=2)[CH2:9][CH2:8]1)=[O:6])([CH3:3])[CH3:2].[CH:32]1C=C(Cl)C=C(C(OO)=O)C=1.[S:43](=[O:47])(=O)(O)[O-:44].[Na+]>C(Cl)Cl>[CH:1]([O:4][C:5]([N:7]1[CH2:8][CH2:9][CH:10]([O:13][C:14]2[C:23]3[C:18](=[C:19]([C:24]4[CH:29]=[CH:28][C:27]([S:43]([CH3:32])(=[O:47])=[O:44])=[CH:26][CH:25]=4)[CH:20]=[CH:21][CH:22]=3)[N:17]=[CH:16][CH:15]=2)[CH2:11][CH2:12]1)=[O:6])([CH3:3])[CH3:2] |f:2.3|. Reported procedure: In a 25 mL round-bottomed flask immersed in an ice-bath was placed a stir bar and Compound F2 (16 mg, 0.037 mmol) in CH2Cl2 (5 mL). A solution of mCPBA (19 mg, 0.081 mmol) dissolved in CH2Cl2 (1 mL) was added at 0° C. The mixture was stirred at 0° C. for 30 min. A solution of sodium bisulfate was added. The organic phase was separated, dried and concentrated to give the crude product. The crude was purified by HPLC. 1H NMR (CDCl3, 400 MHz) δ 1.29 (d, 6H), 2.04 (m, 2H), 2.20 (m, 2H), 3.16 (s, 3H)...